From a dataset of the Open Reaction Database (ORD), a public repository of structured organic reaction records. describe an organic reaction: reactants, conditions, products, and yield Starting materials: ClC1=C(C=CC=C1)OC (2-chloroanisole), [Cl-].[Cl-].[Cl-].[Al+3] (aluminiumtrichloride), C1([C@H]2[C@@H](C(=O)O1)CC=CC2)=O (cis-1,2,3,6-tetrahydrophthalic anhydride). The solvent is ClCCl (dichloromethane). The product is ClC=1C=C(C(=O)[C@@H]2[C@H](C(=O)O)CC=CC2)C=CC1OC ((cis)-2-(3-chloro-4-methoxybenzoyl)-1,2,3,6-tetrahydrobenzoic acid). RXN SMILES: [Cl:1][C:2]1[CH:7]=[CH:6][CH:5]=[CH:4][C:3]=1[O:8][CH3:9].[Cl-].[Cl-].[Cl-].[Al+3].[C:14]1(=[O:24])[O:19][C:17](=[O:18])[C@H:16]2[CH2:20][CH:21]=[CH:22][CH2:23][C@@H:15]12>ClCCl>[Cl:1][C:2]1[CH:7]=[C:6]([CH:5]=[CH:4][C:3]=1[O:8][CH3:9])[C:14]([C@H:15]1[CH2:23][CH:22]=[CH:21][CH2:20][C@H:16]1[C:17]([OH:19])=[O:18])=[O:24] |f:1.2.3.4|. Procedure: 0.5 mole of 2-chloroanisole was added slowly to a suspension of 0.5 mole aluminiumtrichloride in 1 l of dichloromethane at 0° C. After complete addition, cis-1,2,3,6-tetrahydrophthalic anhydride was added to the solution. After 8 hours of reflux the solution was poured into ice-cold water. The precipitate was filtered off, washed with water and diethyl ether and dried. M.p. 183-1 85° C. Reactants: C#CC(CCC)(CCC)NCC=O, CS(=O)c1nnc(N=C=O)s1, c1ccccc1. Product: C#CC(CCC)(CCC)N(CC=O)C(=O)Nc1nnc(S(C)=O)s1. Reaction SMILES: [CH2:12]([CH2:13][CH3:14])[C:15]([C:16]#[CH:17])([CH2:18][CH2:19][CH3:20])[NH:21][CH2:22][CH:23]=[O:24].[CH3:1][S:2](=[O:3])[c:4]1[n:5][n:6][c:7]([N:9]=[C:10]=[O:11])[s:8]1.[cH:25]1[cH:26][cH:27][cH:28][cH:29][cH:30]1>>[CH3:1][S:2](=[O:3])[c:4]1[n:5][n:6][c:7]([NH:9][C:10](=[O:11])[N:21]([C:15]([CH2:12][CH2:13][CH3:14])([C:16]#[CH:17])[CH2:18][CH2:19][CH3:20])[CH2:22][CH:23]=[O:24])[s:8]1. Starting materials: CO, CCOC(C)=O, Cn1nnnc1-c1cccc([N+](=O)[O-])c1. Yields the product Cn1nnnc1-c1cccc(N)c1. Reaction SMILES: [CH3:16][OH:17].[CH3:18][CH2:19][O:20][C:21](=[O:22])[CH3:23].[CH3:1][n:2]1[n:3][n:4][n:5][c:6]1-[c:7]1[cH:8][c:9]([N+:13]([O-:14])=[O:15])[cH:10][cH:11][cH:12]1>>[CH3:1][n:2]1[n:3][n:4][n:5][c:6]1-[c:7]1[cH:8][c:9]([NH2:13])[cH:10][cH:11][cH:12]1.